From a dataset of the Open Reaction Database (ORD), a public repository of structured organic reaction records. describe an organic reaction: reactants, conditions, products, and yield The reactants are BrC=1C=CC2=C(C=C(CCO2)C(=O)OCC)C1 (ethyl 7-bromo-2,3-dihydro-1-benzoxepine-4-carboxylate), B(OC1=CC=C(C=C1)OC(F)(F)F)([O-])[O-] (4-trifluoromethoxyphenyl borate), C([O-])([O-])=O.[K+].[K+] (potassium carbonate). Reagents/catalysts: C=1C=CC(=CC1)[P](C=2C=CC=CC2)(C=3C=CC=CC3)[Pd]([P](C=4C=CC=CC4)(C=5C=CC=CC5)C=6C=CC=CC6)([P](C=7C=CC=CC7)(C=8C=CC=CC8)C=9C=CC=CC9)[P](C=1C=CC=CC1)(C=1C=CC=CC1)C=1C=CC=CC1 (tetrakistriphenylphosphinepalladium). Solvent: C=1(C(=CC=CC1)CCO)C.O (toluene-ethanol water). Product: FC(OC1=CC=C(C=C1)C=1C=CC2=C(C=C(CCO2)C(=O)OCC)C1)(F)F (ethyl 7-(4-trifluoromethoxyphenyl)-2,3-dihydro-1-benzoxepine-4-carboxylate). Isolated yield 59.5%. As a reaction SMILES: Br[C:2]1[CH:3]=[CH:4][C:5]2[O:11][CH2:10][CH2:9][C:8]([C:12]([O:14][CH2:15][CH3:16])=[O:13])=[CH:7][C:6]=2[CH:17]=1.B([O-])([O-])O[C:20]1[CH:25]=[CH:24][C:23]([O:26][C:27]([F:30])([F:29])[F:28])=[CH:22][CH:21]=1.C(=O)([O-])[O-].[K+].[K+]>C1(C)C(CCO)=CC=CC=1.O.C1C=CC([P]([Pd]([P](C2C=CC=CC=2)(C2C=CC=CC=2)C2C=CC=CC=2)([P](C2C=CC=CC=2)(C2C=CC=CC=2)C2C=CC=CC=2)[P](C2C=CC=CC=2)(C2C=CC=CC=2)C2C=CC=CC=2)(C2C=CC=CC=2)C2C=CC=CC=2)=CC=1>[F:28][C:27]([F:29])([F:30])[O:26][C:23]1[CH:24]=[CH:25][C:20]([C:2]2[CH:3]=[CH:4][C:5]3[O:11][CH2:10][CH2:9][C:8]([C:12]([O:14][CH2:15][CH3:16])=[O:13])=[CH:7][C:6]=3[CH:17]=2)=[CH:21][CH:22]=1 |f:2.3.4,5.6,^1:53,55,74,93|. Reported procedure: Under argon atmosphere, to a solution of 4-trifluoromethoxybromobenzene (10.0 g) in tetrahydrofuran (75 ml) was dropwise added n-butyllithium (1.6M, hexane solution) (28.5 ml) at −78° C. for 20 minutes, and the mixture was stirred for 40 minutes. To the reaction mixture was dropwise added a solution of trimethyl borate (12.9 g) in tetrahydrofuran (12 ml) for 15 minutes, and the mixture was stirred at −78° C. for 30 minutes and at room temperature for 1 hour. To the reaction mixture was added was... Reaction SMILES: [Br:11][CH2:12][CH:13]1[O:14][C:15]([CH3:18])([CH3:19])[O:16][CH2:17]1.[C:1]([c:2]1[cH:3][cH:4][cH:5][cH:6][cH:7]1)(=[O:8])[O-:9].[CH3:20][N:21]([CH3:22])[CH:23]=[O:24].[Na+:10]>>[C:1]([c:2]1[cH:3][cH:4][cH:5][cH:6][cH:7]1)(=[O:8])[O:9][CH2:12][CH:13]1[O:14][C:15]([CH3:18])([CH3:19])[O:16][CH2:17]1. Yields the product CC1(C)OCC(COC(=O)c2ccccc2)O1. Starting materials: CC1(C)OCC(CBr)O1, O=C([O-])c1ccccc1, CN(C)C=O, [Na+]. Starting materials: CCNCC1(O)CCN(Cc2ccccc2)C1, CO. Product: CCNCC1(O)CCNC1. As a reaction SMILES: [CH2:1]([c:2]1[cH:3][cH:4][cH:5][cH:6][cH:7]1)[N:8]1[CH2:9][C:10]([OH:13])([CH2:14][NH:15][CH2:16][CH3:17])[CH2:11][CH2:12]1.[CH3:18][OH:19]>>[NH:8]1[CH2:9][C:10]([OH:13])([CH2:14][NH:15][CH2:16][CH3:17])[CH2:11][CH2:12]1. As a reaction SMILES: Cl.[N+:2]([C:5]1[CH:12]=[CH:11][CH:10]=[C:9]([O:13][CH2:14][CH:15]2[CH2:19][CH2:18][NH:17][CH2:16]2)[C:6]=1[C:7]#[N:8])([O-:4])=[O:3].[C:20](Cl)(=[O:24])[CH2:21][CH2:22][CH3:23]>>[N+:2]([C:5]1[CH:12]=[CH:11][CH:10]=[C:9]([O:13][CH2:14][CH:15]2[CH2:19][CH2:18][N:17]([C:20](=[O:24])[CH2:21][CH2:22][CH3:23])[CH2:16]2)[C:6]=1[C:7]#[N:8])([O-:4])=[O:3] |f:0.1|. Isolated yield 100.0%. The reactants are Cl.[N+](=O)([O-])C1=C(C#N)C(=CC=C1)OCC1CNCC1 (2-Nitro-6-(pyrrolidin-3-ylmethoxy)benzonitrile hydrochloride), C(CCC)(=O)Cl (butyryl chloride). Procedure details: Prepared as in Example 176b from 2-nitro-6-(pyrrolidin-3-ylmethoxy)benzonitrile hydrochloride (Example 196d) and butyryl chloride in 100% yield as an orange solid. MS 318 (MH+). Product: [N+](=O)([O-])C1=C(C#N)C(=CC=C1)OCC1CN(CC1)C(CCC)=O (2-Nitro-6-((1-butyrylpyrrolidin-3-yl)methoxy)benzonitrile).